Dataset: the Open Reaction Database (ORD), a public repository of structured organic reaction records. Task: describe an organic reaction: reactants, conditions, products, and yield Reactants: CCO, N#CCc1ccc(C2CCCCC2)cc1, O, O=S(=O)(O)O. The product is CCOC(=O)Cc1ccc(C2CCCCC2)cc1. Reaction SMILES: [CH3:16][CH2:17][OH:18].[CH:1]1([c:7]2[cH:8][cH:9][c:10]([CH2:13][C:14]#[N:15])[cH:11][cH:12]2)[CH2:2][CH2:3][CH2:4][CH2:5][CH2:6]1.[OH2:24].[S:19]([OH:20])(=[O:21])(=[O:22])[OH:23]>>[CH:1]1([c:7]2[cH:8][cH:9][c:10]([CH2:13][C:14]([O:18][CH2:17][CH3:16])=[O:20])[cH:11][cH:12]2)[CH2:2][CH2:3][CH2:4][CH2:5][CH2:6]1.